From a dataset of the Open Reaction Database (ORD), a public repository of structured organic reaction records. describe an organic reaction: reactants, conditions, products, and yield Product: FC1=NC=CC(=C1)C(=O)C1=CN=CN1C ((2-Fluoropyridin-4-yl)(1-methyl-1H-imidazol-5-yl)methanone). As a reaction SMILES: Br[C:2]1[N:6]([CH3:7])[CH:5]=[N:4][CH:3]=1.C[Mg]Br.CCOCC.[F:16][C:17]1[CH:18]=[C:19]([CH:26]=[CH:27][N:28]=1)[C:20](N(OC)C)=[O:21]>C(Cl)Cl>[F:16][C:17]1[CH:18]=[C:19]([C:20]([C:2]2[N:6]([CH3:7])[CH:5]=[N:4][CH:3]=2)=[O:21])[CH:26]=[CH:27][N:28]=1. Starting materials: BrC1=CN=CN1C (5-bromo-1-methyl-1H-imidazole), C[Mg]Br (Methylmagnesium bromide), CCOCC (Et2O), FC=1C=C(C(=O)N(C)OC)C=CN1 (2-fluoro-N-methoxy-N-methylisonicotinamide), Intermediate 13. Reaction conditions: temperature 4 celsius, time 15 minute. The solvent is C(Cl)Cl (CH2Cl2), C(Cl)Cl (CH2Cl2). Reported procedure: To a solution of 5-bromo-1-methyl-1H-imidazole (0.964 g, 5.99 mmol) in CH2Cl2 (6 mL) at room temperature was added 3.0 Methylmagnesium bromide in Et2O (2.0 mL, 6.00 mmol) dropwise. The mixture changed to a white suspension briefly then to clear yellow. After 15 min stirring, the mixture was cooled to 4° C. A solution of 2-fluoro-N-methoxy-N-methylisonicotinamide (1.05 g, 5.70 mmol, Intermediate 13, step a) in CH2Cl2 (6 mL) was introduced via cannula and some hard solid formed. The cooling bath w... Reactants: C(C)(C)(C)C1=NN(C(=C1)N)C1=C(C=C(C=C1)C)C (3-tert-butyl-1-(2,4-dimethylphenyl)-1H-pyrazol-5-amine), C(=O)([O-])[O-].[K+].[K+] (K2CO3), ClC(=O)OC1=CC=CC=C1 (phenyl chloroformate). Solvent: C(Cl)Cl (DCM). Run at time 8 hour. Product: C(C)(C)(C)C1=NN(C(=C1)NC(OC1=CC=CC=C1)=O)C1=C(C=C(C=C1)C)C (phenyl 3-tert-butyl-1-(2,4-dimethylphenyl)-1H-pyrazol-5-ylcarbamate). Yield: 44.8%. As a reaction SMILES: [C:1]([C:5]1[CH:9]=[C:8]([NH2:10])[N:7]([C:11]2[CH:16]=[CH:15][C:14]([CH3:17])=[CH:13][C:12]=2[CH3:18])[N:6]=1)([CH3:4])([CH3:3])[CH3:2].C([O-])([O-])=O.[K+].[K+].Cl[C:26]([O:28][C:29]1[CH:34]=[CH:33][CH:32]=[CH:31][CH:30]=1)=[O:27]>C(Cl)Cl>[C:1]([C:5]1[CH:9]=[C:8]([NH:10][C:26](=[O:27])[O:28][C:29]2[CH:34]=[CH:33][CH:32]=[CH:31][CH:30]=2)[N:7]([C:11]2[CH:16]=[CH:15][C:14]([CH3:17])=[CH:13][C:12]=2[CH3:18])[N:6]=1)([CH3:4])([CH3:3])[CH3:2] |f:1.2.3|. Reported procedure: To a solution of 3-tert-butyl-1-(2,4-dimethylphenyl)-1H-pyrazol-5-amine (700 mg, 2.9 mmol) in DCM (20 mL) was added K2CO3 (4.32 mmol) and phenyl chloroformate (6.48 mmol) and the reaction stirred overnight. The solvent was decanted and the solids washed with DCM. The combined organics were concentrated and purified using silica gel chromatography eluting with an EtOAC/hexane gradient (5-20%) gave phenyl 3-tert-butyl-1-(2,4-dimethylphenyl)-1H-pyrazol-5-ylcarbamate (472 mg, 45% yield). 1H NMR (300... The reactants are C(CC(O)(C(=O)O)CC(=O)O)(=O)O (citric acid), C1=C(C=CC2=CC=CC=C12)C(=O)O (Naphthalene-2-carboxylic acid), C1(=CC=CC=C1)P(=O)(C1=CC=CC=C1)N=[N+]=[N-] (diphenylphosphoryl azide), C1(=CC=C(C=C1)S(=O)(=O)O)C.C1(=CC=C(C=C1)S(=O)(=O)O)C.NCC1=NN=C(N1C=1SC(=CC1C(C1=C(C=CC=C1)Cl)=O)CC)C (3-Aminomethyl-4-(3-(2-chlorobenzoyl)-5-ethylthiophen-2-yl)-5-methyl[1,2,4]triazole di-p-toluenesulfonate). Solvent: CN(C=O)C (dimethylformamide), C(C)N(CC)CC (triethylamine), CN(C=O)C (dimethylformamide). Reaction conditions: time 8 hour. Yields the product ClC1=C(C(=O)C2=C(SC(=C2)CC)N2C(=NN=C2C)CNC(=O)C2=CC3=CC=CC=C3C=C2)C=CC=C1 (N-(4-(3-(2-chlorobenzoyl)-5-ethylthiophen-2-yl)-5-methyl[1,2,4]triazol-3-ylmethyl)naphthalene-2-caboxamide). Yield: 19.6%. As a reaction SMILES: C1(C)C=CC(S(O)(=O)=O)=CC=1.C1(C)C=CC(S(O)(=O)=O)=CC=1.[NH2:23][CH2:24][C:25]1[N:29]([C:30]2[S:31][C:32]([CH2:44][CH3:45])=[CH:33][C:34]=2[C:35](=[O:43])[C:36]2[CH:41]=[CH:40][CH:39]=[CH:38][C:37]=2[Cl:42])[C:28]([CH3:46])=[N:27][N:26]=1.[CH:47]1[C:56]2[C:51](=[CH:52][CH:53]=[CH:54][CH:55]=2)[CH:50]=[CH:49][C:48]=1[C:57](O)=[O:58].C1(P(N=[N+]=[N-])(C2C=CC=CC=2)=O)C=CC=CC=1.C(O)(=O)CC(CC(O)=O)(C(O)=O)O>CN(C)C=O.C(N(CC)CC)C>[Cl:42][C:37]1[CH:38]=[CH:39][CH:40]=[CH:41][C:36]=1[C:35]([C:34]1[CH:33]=[C:32]([CH2:44][CH3:45])[S:31][C:30]=1[N:29]1[C:28]([CH3:46])=[N:27][N:26]=[C:25]1[CH2:24][NH:23][C:57]([C:48]1[CH:49]=[CH:50][C:51]2[C:56](=[CH:55][CH:54]=[CH:53][CH:52]=2)[CH:47]=1)=[O:58])=[O:43] |f:0.1.2|. Procedure details: 3-Aminomethyl-4-(3-(2-chlorobenzoyl)-5-ethylthiophen-2-yl)-5-methyl[1,2,4]triazole di-p-toluenesulfonate (3.70 g) was dissolved in dimethylformamide (20 ml). Naphthalene-2-carboxylic acid (0.95 g) and diphenylphosphoryl azide (1.29 ml) were added under ice-cooling and dissolved in the solution. A solution of triethylamine (2.24 ml) in dimethylformamide was dropwise added, and the mixture was allowed to stand overnight at room temperature. Then, a 10% aqueous citric acid solution was added to the... Starting materials: CN1C(=NC2=C1C=CC(=C2)NS(=O)(=O)C2=CC=CC=C2)COC2=CC(=CC=C2)C#N (1-methyl-2-[(3-cyanophenyl)-oxymethyl]-5-(benzenesulphonylamino)-benzimidazole), Cl (hydrochloric acid), C([O-])([O-])=O.[NH4+].[NH4+] (ammonium carbonate). Solvent: C(C)O (ethanol). Yields the product CN1C(=NC2=C1C=CC(=C2)NS(=O)(=O)C2=CC=CC=C2)COC2=CC(=CC=C2)C(N)=N (1-methyl-2-[(3-amidinophenyl)-oxymethyl]-5-benzenesulphonylamino-benzimidazole). Reaction SMILES: [CH3:1][N:2]1[C:6]2[CH:7]=[CH:8][C:9]([NH:11][S:12]([C:15]3[CH:20]=[CH:19][CH:18]=[CH:17][CH:16]=3)(=[O:14])=[O:13])=[CH:10][C:5]=2[N:4]=[C:3]1[CH2:21][O:22][C:23]1[CH:28]=[CH:27][CH:26]=[C:25]([C:29]#[N:30])[CH:24]=1.Cl.C(=O)([O-])[O-].[NH4+:36].[NH4+]>C(O)C>[CH3:1][N:2]1[C:6]2[CH:7]=[CH:8][C:9]([NH:11][S:12]([C:15]3[CH:16]=[CH:17][CH:18]=[CH:19][CH:20]=3)(=[O:14])=[O:13])=[CH:10][C:5]=2[N:4]=[C:3]1[CH2:21][O:22][C:23]1[CH:28]=[CH:27][CH:26]=[C:25]([C:29](=[NH:36])[NH2:30])[CH:24]=1 |f:2.3.4|. Procedure: Prepared analogously to Example 1e from 1-methyl-2-[(3-cyanophenyl)-oxymethyl]-5-(benzenesulphonylamino)-benzimidazole and ethanolic hydrochloric acid, ethanol and ammonium carbonate.